Task: describe an organic reaction: reactants, conditions, products, and yield. Dataset: the Open Reaction Database (ORD), a public repository of structured organic reaction records Reactants: COC(=O)CBr, O=C([O-])[O-], CN(C)C=O, [K+], [K+], O=[N+]([O-])c1ccc2onc(O)c2c1. Yields the product COC(=O)COc1noc2ccc([N+](=O)[O-])cc12. RXN SMILES: [Br:20][CH2:21][C:22](=[O:23])[O:24][CH3:25].[C:14](=[O:15])([O-:16])[O-:17].[CH3:26][N:27]([CH3:28])[CH:29]=[O:30].[K+:18].[K+:19].[N+:1](=[O:2])([O-:3])[c:4]1[cH:5][cH:6][c:7]2[c:8]([c:9]([OH:12])[n:10][o:11]2)[cH:13]1>>[N+:1](=[O:2])([O-:3])[c:4]1[cH:5][cH:6][c:7]2[c:8]([c:9]([O:12][CH2:21][C:22](=[O:23])[O:24][CH3:25])[n:10][o:11]2)[cH:13]1. Starting materials: ClCCCBr, O=C([O-])[O-], [K+], [K+], CN(C)C=O, O=C(OCc1ccccc1)N1CCC23CCCCC2C1Cc1ccc(O)cc13. The product is O=C(OCc1ccccc1)N1CCC23CCCCC2C1Cc1ccc(OCCCCl)cc13. As a reaction SMILES: [Br:35][CH2:36][CH2:37][CH2:38][Cl:39].[C:29](=[O:30])([O-:31])[O-:32].[K+:33].[K+:34].[O:40]=[CH:41][N:42]([CH3:43])[CH3:44].[OH:1][c:2]1[cH:3][cH:4][c:5]2[c:14]([cH:15]1)[C:13]13[CH:8]([CH:7]([CH2:6]2)[N:18]([C:19](=[O:20])[O:21][CH2:22][c:23]2[cH:24][cH:25][cH:26][cH:27][cH:28]2)[CH2:17][CH2:16]1)[CH2:9][CH2:10][CH2:11][CH2:12]3>>[O:1]([c:2]1[cH:3][cH:4][c:5]2[c:14]([cH:15]1)[C:13]13[CH:8]([CH:7]([CH2:6]2)[N:18]([C:19](=[O:20])[O:21][CH2:22][c:23]2[cH:24][cH:25][cH:26][cH:27][cH:28]2)[CH2:17][CH2:16]1)[CH2:9][CH2:10][CH2:11][CH2:12]3)[CH2:36][CH2:37][CH2:38][Cl:39]. Starting materials: O=C1NC2=C(N1C1=CC=C(C=C1)C1(CC1)C(=O)N1C[C@]3(CC1)OC(C=1C=NC=CC13)=O)C=CC=C2 ((1R)-1′-({1-[4-(2-oxo-2,3-dihydro-1H-benzimidazol-1-yl)phenyl]cyclopropyl}carbonyl)-3H-spiro[furo[3,4-c]pyridine-1,3′-pyrrolidin]-3-one), CS(=O)C (dimethyl sulfoxide), C([O-])([O-])=O.[K+].[K+] (potassium carbonate), CI (methyl iodide). Product: CN1C(N(C2=C1C=CC=C2)C2=CC=C(C=C2)C2(CC2)C(=O)N2C[C@]1(CC2)OC(C=2C=NC=CC21)=O)=O ((1R)-1′-({1-[4-(3-Methyl-2-oxo-2,3-dihydro-1H-benzimidazol-1-yl)phenyl]cyclopropyl}carbonyl)-3H-spiro[furo[3,4-c]pyridine-1,3′-pyrrolidin]-3-one). RXN SMILES: [O:1]=[C:2]1[N:6]([C:7]2[CH:12]=[CH:11][C:10]([C:13]3([C:16]([N:18]4[CH2:22][CH2:21][C@@:20]5([C:30]6[CH:29]=[CH:28][N:27]=[CH:26][C:25]=6[C:24](=[O:31])[O:23]5)[CH2:19]4)=[O:17])[CH2:15][CH2:14]3)=[CH:9][CH:8]=2)[C:5]2[CH:32]=[CH:33][CH:34]=[CH:35][C:4]=2[NH:3]1.[CH3:36]S(C)=O.C(=O)([O-])[O-].[K+].[K+].CI>>[CH3:36][N:3]1[C:4]2[CH:35]=[CH:34][CH:33]=[CH:32][C:5]=2[N:6]([C:7]2[CH:12]=[CH:11][C:10]([C:13]3([C:16]([N:18]4[CH2:22][CH2:21][C@@:20]5([C:30]6[CH:29]=[CH:28][N:27]=[CH:26][C:25]=6[C:24](=[O:31])[O:23]5)[CH2:19]4)=[O:17])[CH2:15][CH2:14]3)=[CH:9][CH:8]=2)[C:2]1=[O:1] |f:2.3.4|. Procedure: To a solution of (1R)-1′-({1-[4-(2-oxo-2,3-dihydro-1H-benzimidazol-1-yl)phenyl]cyclopropyl}carbonyl)-3H-spiro[furo[3,4-c]pyridine-1,3′-pyrrolidin]-3-one (50 mg, 0.0001 mol) in dimethyl sulfoxide (1 mL, 0.01 mol) were added potassium carbonate (16.3 mg, 0.000118 mol) and methyl iodide (6.67 μL, 0.000107 mol), and the mixture was stirred at room temperature for. 2 hours. The crude product was purified by prep-HPLC. Starting materials: ClCC(=O)NC=1SC=2C(N1)=CC=1N=C(SC1C2)N (2-(chloroacetyl-amino)-6-amino-benzo[1,2-d:5,4-d']bisthiazole), C(C)NCC (diethylamine). Solvent: O1CCOCC1 (dioxane). The product is C(C)N(CC)N(C=1SC=2C(N1)=CC=1N=C(SC1C2)N)C(C)=O (2-(Diethylamino-acetylamino)-6-amino-benzo[1,2-d:5,4-d']bisthiazole). As a reaction SMILES: Cl[CH2:2][C:3]([NH:5][C:6]1[S:7][C:8]2[C:9](=[CH:11][C:12]3[N:13]=[C:14]([NH2:18])[S:15][C:16]=3[CH:17]=2)[N:10]=1)=[O:4].[CH2:19]([NH:21][CH2:22][CH3:23])[CH3:20]>O1CCOCC1>[CH2:19]([N:21]([N:5]([C:3](=[O:4])[CH3:2])[C:6]1[S:7][C:8]2[C:9](=[CH:11][C:12]3[N:13]=[C:14]([NH2:18])[S:15][C:16]=3[CH:17]=2)[N:10]=1)[CH2:22][CH3:23])[CH3:20]. Reported procedure: A mixture of 0.5 gm of 2-(chloroacetyl-amino)-6-amino-benzo[1,2-d:5,4-d']bisthiazole, 0.7 gm of diethylamine and 3 ml of dioxane was refluxed for 2 hours. Then, the solvent was evaporated in vacuo, the residue was dissolved in ethyl acetate, and the solution was washed with water and dried over sodium sulfate. After evaporation of the solvent, 0.3 gm (60% of theory) of the title compound, M.P. 203°-205° C. (from ethanol/dimethylformamide) were obtained. Reactants: C#Cc1cc(-c2cccs2)c(OC)cc1OC, [Li]CCCC, C1CCOC1, COC(=O)c1ccc(C=O)cc1. The product is COC(=O)c1ccc(C(O)C#Cc2cc(-c3cccs3)c(OC)cc2OC)cc1. As a reaction SMILES: [C:1](#[CH:2])[c:3]1[c:4]([O:16][CH3:17])[cH:5][c:6]([O:14][CH3:15])[c:7](-[c:9]2[s:10][cH:11][cH:12][cH:13]2)[cH:8]1.[CH2:18]([Li:19])[CH2:20][CH2:21][CH3:22].[CH2:35]1[O:36][CH2:37][CH2:38][CH2:39]1.[CH:23](=[O:24])[c:25]1[cH:26][cH:27][c:28]([C:29](=[O:30])[O:31][CH3:32])[cH:33][cH:34]1>>[C:1](#[C:2][CH:23]([OH:24])[c:25]1[cH:26][cH:27][c:28]([C:29](=[O:30])[O:31][CH3:32])[cH:33][cH:34]1)[c:3]1[c:4]([O:16][CH3:17])[cH:5][c:6]([O:14][CH3:15])[c:7](-[c:9]2[s:10][cH:11][cH:12][cH:13]2)[cH:8]1.